This data is from the Open Reaction Database (ORD), a public repository of structured organic reaction records. The task is: describe an organic reaction: reactants, conditions, products, and yield Reactants: CCN(CC)C(=O)c1[nH]c2ccccc2c1CN(Cc1cc(C(F)(F)F)cc(C(F)(F)F)c1)c1nnn(C)n1, CI, [H-], [Na+], CN(C)C=O. The product is CCN(CC)C(=O)c1c(CN(Cc2cc(C(F)(F)F)cc(C(F)(F)F)c2)c2nnn(C)n2)c2ccccc2n1C. RXN SMILES: [CH2:3]([CH3:4])[N:5]([C:6](=[O:7])[c:8]1[nH:9][c:10]2[cH:11][cH:12][cH:13][cH:14][c:15]2[c:16]1[CH2:17][N:18]([c:19]1[n:20][n:21][n:22]([CH3:24])[n:23]1)[CH2:25][c:26]1[cH:27][c:28]([C:36]([F:37])([F:38])[F:39])[cH:29][c:30]([C:32]([F:33])([F:34])[F:35])[cH:31]1)[CH2:40][CH3:41].[CH3:42][I:43].[H-:2].[Na+:1].[O:44]=[CH:45][N:46]([CH3:47])[CH3:48]>>[CH2:3]([CH3:4])[N:5]([C:6](=[O:7])[c:8]1[n:9]([CH3:42])[c:10]2[cH:11][cH:12][cH:13][cH:14][c:15]2[c:16]1[CH2:17][N:18]([c:19]1[n:20][n:21][n:22]([CH3:24])[n:23]1)[CH2:25][c:26]1[cH:27][c:28]([C:36]([F:37])([F:38])[F:39])[cH:29][c:30]([C:32]([F:33])([F:34])[F:35])[cH:31]1)[CH2:40][CH3:41].